This data is from the Open Reaction Database (ORD), a public repository of structured organic reaction records. The task is: describe an organic reaction: reactants, conditions, products, and yield Reactants: CCOC(=O)Cl, ClC(Cl)Cl, [Na+], [OH-], O, c1ccc(C2c3ccccc3CC3CCNCCN32)cc1. Yields the product CCOC(=O)N1CCC2Cc3ccccc3C(c3ccccc3)N2CC1. Reaction SMILES: [CH2:22]([CH3:23])[O:24][C:25](=[O:26])[Cl:27].[CH:30]([Cl:31])([Cl:32])[Cl:33].[Na+:29].[OH-:28].[OH2:34].[c:1]1([CH:7]2[N:8]3[CH:9]([CH2:10][c:11]4[cH:12][cH:13][cH:14][cH:15][c:16]42)[CH2:17][CH2:18][NH:19][CH2:20][CH2:21]3)[cH:2][cH:3][cH:4][cH:5][cH:6]1>>[c:1]1([CH:7]2[N:8]3[CH:9]([CH2:10][c:11]4[cH:12][cH:13][cH:14][cH:15][c:16]42)[CH2:17][CH2:18][N:19]([C:25]([O:24][CH2:22][CH3:23])=[O:26])[CH2:20][CH2:21]3)[cH:2][cH:3][cH:4][cH:5][cH:6]1. Starting materials: CC#N, CCOC(C)=O, COc1ccc(CN(c2cccc(C(=O)OC(C)(C)C)c2)c2cc(Cl)nn3c(C#N)cnc23)cc1, I, O. Yields the product COc1ccc(CN(c2cccc(C(=O)O)c2)c2cc(Cl)nn3c(C#N)cnc23)cc1. RXN SMILES: [CH3:38][C:39]#[N:40].[CH3:41][CH2:42][O:43][C:44](=[O:45])[CH3:46].[Cl:1][c:2]1[cH:3][c:4]([N:13]([c:14]2[cH:15][c:16]([C:17](=[O:18])[O:19][C:20]([CH3:21])([CH3:22])[CH3:23])[cH:24][cH:25][cH:26]2)[CH2:27][c:28]2[cH:29][cH:30][c:31]([O:34][CH3:35])[cH:32][cH:33]2)[c:5]2[n:6]([n:7]1)[c:8]([C:11]#[N:12])[cH:9][n:10]2.[I:36].[OH2:37]>>[Cl:1][c:2]1[cH:3][c:4]([N:13]([c:14]2[cH:15][c:16]([C:17](=[O:18])[OH:19])[cH:24][cH:25][cH:26]2)[CH2:27][c:28]2[cH:29][cH:30][c:31]([O:34][CH3:35])[cH:32][cH:33]2)[c:5]2[n:6]([n:7]1)[c:8]([C:11]#[N:12])[cH:9][n:10]2. The reactants are C1(=CC=CC2=CC=CC=C12)C=O (1-naphthaldehyde), [Cl-].[Li+] (lithium chloride), [OH-].[K+] (potassium hydroxide), C(Br)(Br)Br (bromoform), O (water). Run at temperature 0 celsius, time 5 minute. The product is C1(=CC=CC2=CC=CC=C12)C(C(=O)O)O (1-naphthylglycolic acid). The yield is 79.0%. RXN SMILES: [C:1]1([CH:11]=[O:12])[C:10]2[C:5](=[CH:6][CH:7]=[CH:8][CH:9]=2)[CH:4]=[CH:3][CH:2]=1.[Cl-].[Li+].[OH-:15].[K+].[CH:17](Br)(Br)Br.[OH2:21]>>[C:1]1([CH:11]([OH:12])[C:17]([OH:21])=[O:15])[C:10]2[C:5](=[CH:6][CH:7]=[CH:8][CH:9]=2)[CH:4]=[CH:3][CH:2]=1 |f:1.2,3.4|. Procedure details: Under argon atmosphere distilled 1,4-dioxane (100 mL) and distilled water (100 mL) were charged in a two necked-flask in an ice bath. To the flask 1-naphthaldehyde (15.6 g, 0.1 mol), lithium chloride (8.48 g, 0.2 mol) and potassium hydroxide (22.4 g, 0.4 mol) were added. After stirring at 0° C. for 5 minutes, bromoform (25.2 g, 0.1 mol) was added, and stirring was continued for a further 1 hour at the same temperature. Completion of the reaction was ascertained by TLC, and then, water (100 mL) w... The reactants are O=C([O-])O, O=C(c1ccc(-c2ccncc2)cc1)N1CCN(S(=O)(=O)c2ccc3cc(Cl)ccc3c2)CC1, ClCCl, [Na+], [Na+], [Na+], O=C(OO)c1cccc(Cl)c1, O=S([O-])[O-]. Yields the product O=C(c1ccc(-c2cc[n+]([O-])cc2)cc1)N1CCN(S(=O)(=O)c2ccc3cc(Cl)ccc3c2)CC1. Reaction SMILES: [C:52](=[O:53])([OH:54])[O-:55].[Cl:1][c:2]1[cH:3][c:4]2[cH:5][cH:6][c:7]([S:12](=[O:13])(=[O:14])[N:15]3[CH2:16][CH2:17][N:18]([C:21]([c:22]4[cH:23][cH:24][c:25](-[c:28]5[cH:29][cH:30][n:31][cH:32][cH:33]5)[cH:26][cH:27]4)=[O:34])[CH2:19][CH2:20]3)[cH:8][c:9]2[cH:10][cH:11]1.[Cl:57][CH2:58][Cl:59].[Na+:50].[Na+:51].[Na+:56].[OH:35][O:36][C:37]([c:38]1[cH:39][c:40]([Cl:41])[cH:42][cH:43][cH:44]1)=[O:45].[S:46]([O-:47])([O-:48])=[O:49]>>[Cl:1][c:2]1[cH:3][c:4]2[cH:5][cH:6][c:7]([S:12](=[O:13])(=[O:14])[N:15]3[CH2:16][CH2:17][N:18]([C:21]([c:22]4[cH:23][cH:24][c:25](-[c:28]5[cH:29][cH:30][n+:31]([O-:35])[cH:32][cH:33]5)[cH:26][cH:27]4)=[O:34])[CH2:19][CH2:20]3)[cH:8][c:9]2[cH:10][cH:11]1.